This data is from the Open Reaction Database (ORD), a public repository of structured organic reaction records. The task is: describe an organic reaction: reactants, conditions, products, and yield Starting materials: CN(C(=O)OCc1ccccc1)n1c(C(=O)O)c(-c2ccccc2)c2cc(Cl)ccc2c1=O, C1CCOC1, CCOC(=O)N=NC(=O)OCC, c1ccc(P(c2ccccc2)c2ccccc2)cc1, Cc1ccccc1, OCc1ccncc1. The product is CN(C(=O)OCc1ccccc1)n1c(C(=O)OCc2ccncc2)c(-c2ccccc2)c2cc(Cl)ccc2c1=O. As a reaction SMILES: [CH2:1]([c:2]1[cH:3][cH:4][cH:5][cH:6][cH:7]1)[O:8][C:9](=[O:10])[N:11]([n:12]1[c:13](=[O:32])[c:14]2[cH:15][cH:16][c:17]([Cl:31])[cH:18][c:19]2[c:20](-[c:25]2[cH:26][cH:27][cH:28][cH:29][cH:30]2)[c:21]1[C:22](=[O:23])[OH:24])[CH3:33].[CH2:80]1[O:81][CH2:82][CH2:83][CH2:84]1.[N:68]([C:69]([O:70][CH2:71][CH3:72])=[O:73])=[N:74][C:75]([O:76][CH2:77][CH3:78])=[O:79].[c:34]1([P:35]([c:36]2[cH:37][cH:38][cH:39][cH:40][cH:41]2)[c:42]2[cH:43][cH:44][cH:45][cH:46][cH:47]2)[cH:48][cH:49][cH:50][cH:51][cH:52]1.[c:61]1([CH3:62])[cH:63][cH:64][cH:65][cH:66][cH:67]1.[n:53]1[cH:54][cH:55][c:56]([CH2:59][OH:60])[cH:57][cH:58]1>>[CH2:1]([c:2]1[cH:3][cH:4][cH:5][cH:6][cH:7]1)[O:8][C:9](=[O:10])[N:11]([n:12]1[c:13](=[O:32])[c:14]2[cH:15][cH:16][c:17]([Cl:31])[cH:18][c:19]2[c:20](-[c:25]2[cH:26][cH:27][cH:28][cH:29][cH:30]2)[c:21]1[C:22]([O:23][CH2:59][c:56]1[cH:55][cH:54][n:53][cH:58][cH:57]1)=[O:24])[CH3:33]. Reactants: O (water), O[C@H]1[C@@H](CCCC1)NC=1SC2=C(N1)C=CC(=C2)CN2C=NC1=C2C=CC(=C1)O (1-((2-(((1R,2R)-2-hydroxycyclohexyl)amino)benzo[d]thiazol-6-yl)methyl)-1H-benzo[d]imidazol-5-ol), ICC (iodoethane), C(=O)([O-])[O-].[Cs+].[Cs+] (Cs2CO3). Run in CN1CCCC1=O (NMP). Run at time 5 hour. Yields the product C(C)OC1=CC2=C(N(C=N2)CC2=CC3=C(N=C(S3)N[C@H]3[C@@H](CCCC3)O)C=C2)C=C1 ((1R,2R)-2-((6-((5-ethoxy-1H-benzo[d]imidazol-1-yl)methyl)benzo[d]thiazol-2-yl)amino)cyclohexanol). The yield is 41.4%. As a reaction SMILES: [OH:1][C@@H:2]1[CH2:7][CH2:6][CH2:5][CH2:4][C@H:3]1[NH:8][C:9]1[S:10][C:11]2[CH:17]=[C:16]([CH2:18][N:19]3[C:23]4[CH:24]=[CH:25][C:26]([OH:28])=[CH:27][C:22]=4[N:21]=[CH:20]3)[CH:15]=[CH:14][C:12]=2[N:13]=1.I[CH2:30][CH3:31].C([O-])([O-])=O.[Cs+].[Cs+].O>CN1C(=O)CCC1>[CH2:30]([O:28][C:26]1[CH:25]=[CH:24][C:23]2[N:19]([CH2:18][C:16]3[CH:15]=[CH:14][C:12]4[N:13]=[C:9]([NH:8][C@@H:3]5[CH2:4][CH2:5][CH2:6][CH2:7][C@H:2]5[OH:1])[S:10][C:11]=4[CH:17]=3)[CH:20]=[N:21][C:22]=2[CH:27]=1)[CH3:31] |f:2.3.4|. Procedure: A mixture of 1-((2-(((1R,2R)-2-hydroxycyclohexyl)amino)benzo[d]thiazol-6-yl)methyl)-1H-benzo[d]imidazol-5-ol (80 mg, 0.20 mmol) from Example 147, iodoethane (47 mg, 0.30 mmol) and Cs2CO3 (196 mg, 0.6 mmol) in NMP (3.5 mL) was stirred at rt for 5 h. The mixture was added to water and extracted with DCM. The organic layer was separated, washed sequentially with water and brine, dried over Na2SO4, filtered, and concentrated under reduced pressure. The residue was purified by reverse-phase preparati... Reactants: IC=1C=CC(=NC1)N1[C@H]2[C@@H](CC1=O)CCC2 ((3aR,6aR)-1-(5-iodopyridin-2-yl)hexahydrocyclopenta[b]pyrrol-2(1H)-one), C(#C)C1=CC=C(C=C1)F (1-ethynyl-4-fluorobenzene). Procedure: The title compound was prepared in accordance with the general method of Example 1, step 7 using (3aR,6aR)-1-(5-iodopyridin-2-yl)hexahydro-cyclopenta[b]pyrrol-2(1H)-one (100 mg, 0.305 mmol) (Example 1, step 6) and 1-ethynyl-4-fluorobenzene to yield 75 mg (77%) of the title compound as a viscous yellow oil; MS: m/e=321.2 (M+H+). RXN SMILES: I[C:2]1[CH:3]=[CH:4][C:5]([N:8]2[C:12](=[O:13])[CH2:11][C@H:10]3[CH2:14][CH2:15][CH2:16][C@@H:9]23)=[N:6][CH:7]=1.[C:17]([C:19]1[CH:24]=[CH:23][C:22]([F:25])=[CH:21][CH:20]=1)#[CH:18]>>[F:25][C:22]1[CH:23]=[CH:24][C:19]([C:17]#[C:18][C:2]2[CH:3]=[CH:4][C:5]([N:8]3[C:12](=[O:13])[CH2:11][C@H:10]4[CH2:14][CH2:15][CH2:16][C@@H:9]34)=[N:6][CH:7]=2)=[CH:20][CH:21]=1. Product: FC1=CC=C(C=C1)C#CC=1C=CC(=NC1)N1[C@H]2[C@@H](CC1=O)CCC2 ((3aR,6aR)-1-(5-((4-Fluorophenyl)ethynyl)pyridin-2-yl)hexahydrocyclopenta[b]pyrrol-2(1H)-one). The yield is 77.0%. Starting materials: C(C1=CC=CC=C1)C1=C(C2=C(S1)C=CC=C2)CCC2=CC=C(C=C2)OC (2-benzyl-3-[2-(4-methoxy-phenyl)-ethyl]-benzo[b]thiophene), B(Br)(Br)Br.C(Cl)Cl (boron tribromide CH2Cl2). The solvent is C(Cl)Cl (CH2Cl2). Yields the product C(C1=CC=CC=C1)C1=C(C2=C(S1)C=CC=C2)CCC2=CC=C(C=C2)O (4-[2-(2-Benzyl-benzo[b]thiophen-3-yl)-ethyl]-phenol), compound. RXN SMILES: [CH2:1]([C:8]1[S:12][C:11]2[CH:13]=[CH:14][CH:15]=[CH:16][C:10]=2[C:9]=1[CH2:17][CH2:18][C:19]1[CH:24]=[CH:23][C:22]([O:25]C)=[CH:21][CH:20]=1)[C:2]1[CH:7]=[CH:6][CH:5]=[CH:4][CH:3]=1.B(Br)(Br)Br.C(Cl)Cl>C(Cl)Cl>[CH2:1]([C:8]1[S:12][C:11]2[CH:13]=[CH:14][CH:15]=[CH:16][C:10]=2[C:9]=1[CH2:17][CH2:18][C:19]1[CH:24]=[CH:23][C:22]([OH:25])=[CH:21][CH:20]=1)[C:2]1[CH:7]=[CH:6][CH:5]=[CH:4][CH:3]=1 |f:1.2|. Procedure: The title compound was prepared according to the procedure in Example 5, step 3 using 2-benzyl-3-[2-(4-methoxy-phenyl)-ethyl]-benzo[b]thiophene (5.50 g, 15.3 mmol) and 1M boron tribromide/CH2Cl2(49.1 mL) in CH2Cl2. Purification on silica gel eluting with a 5 & 10% EtOAc/pet. ether step gradient gave the tide compound as an oil. 1H NMR; consistent. mass spectrum (EI) m/z 344 (M+). The reactants are C[Si](C#CCN1C(=NC(=C(C1=O)C1=CC=C(C=C1)F)C1=CC=NC=C1)SC)(C)C (3-(3-trimethylsilyl-2-propynyl)-5-(4-fluorophenyl)-2-methylthio-6-(4-pyridyl)-4(3H)-pyrimidinone), C1(=CC=CC=C1)CCCN (3-phenyl-1-propylamine). Yields the product FC1=CC=C(C=C1)C1=C(N=C2N(C1=O)C=C(N2CCCC2=CC=CC=C2)C)C2=CC=NC=C2 (6-(4-Fluorophenyl)-2-methyl-1-(3-phenylpropyl)-7-pyridin-4-yl-1H-imidazo(1,2-a)pyrimidin-5-one). As a reaction SMILES: C[Si](C)(C)[C:3]#[C:4][CH2:5][N:6]1[C:11](=[O:12])[C:10]([C:13]2[CH:18]=[CH:17][C:16]([F:19])=[CH:15][CH:14]=2)=[C:9]([C:20]2[CH:25]=[CH:24][N:23]=[CH:22][CH:21]=2)[N:8]=[C:7]1SC.[C:30]1([CH2:36][CH2:37][CH2:38][NH2:39])[CH:35]=[CH:34][CH:33]=[CH:32][CH:31]=1>>[F:19][C:16]1[CH:17]=[CH:18][C:13]([C:10]2[C:11](=[O:12])[N:6]3[CH:5]=[C:4]([CH3:3])[N:39]([CH2:38][CH2:37][CH2:36][C:30]4[CH:35]=[CH:34][CH:33]=[CH:32][CH:31]=4)[C:7]3=[N:8][C:9]=2[C:20]2[CH:25]=[CH:24][N:23]=[CH:22][CH:21]=2)=[CH:14][CH:15]=1. Reported procedure: A neat mixture of 3-(3-trimethylsilyl-2-propynyl)-5-(4-fluorophenyl)-2-methylthio-6-(4-pyridyl)-4(3H)-pyrimidinone (50 mg, 0.12 mmol) and 3-phenyl-1-propylamine (67 mg, 0.47 mmol) was warmed to 190° C. for 17 h. After cooling to 23° C., the reaction mixture was applied directly to purification via flash chromatography (step gradient 1%MeOH:CHCl3 then 2%, then 3%;) to afford the desired product: MS (m/z) 439 (M+H)+. Reaction conditions: temperature 190 celsius.